This data is from the Open Reaction Database (ORD), a public repository of structured organic reaction records. The task is: describe an organic reaction: reactants, conditions, products, and yield Starting materials: COC(=O)C=1NC2=CC(=CC=C2C1)C(=O)NCCC1=NC=CC=C1 (2-(methoxycarbonyl)-N-[2-(2-pyridinyl)-ethyl]indole-6-carboxamide), [OH-].[K+] (KOH), Cl (HCl). Solvent: C1CCOC1 (THF), O (H2O). Conditions: temperature 20 celsius, time 15 hour. The product is C(=O)(O)C=1NC2=CC(=CC=C2C1)C(=O)NCCC1=NC=CC=C1 (2-carboxy-N-[2-(2-pyridinyl)ethyl]indole-6-carboxamide). The yield is 82.6%. RXN SMILES: C[O:2][C:3]([C:5]1[NH:6][C:7]2[C:12]([CH:13]=1)=[CH:11][CH:10]=[C:9]([C:14]([NH:16][CH2:17][CH2:18][C:19]1[CH:24]=[CH:23][CH:22]=[CH:21][N:20]=1)=[O:15])[CH:8]=2)=[O:4].[OH-].[K+].Cl>C1COCC1.O>[C:3]([C:5]1[NH:6][C:7]2[C:12]([CH:13]=1)=[CH:11][CH:10]=[C:9]([C:14]([NH:16][CH2:17][CH2:18][C:19]1[CH:24]=[CH:23][CH:22]=[CH:21][N:20]=1)=[O:15])[CH:8]=2)([OH:4])=[O:2] |f:1.2|. Procedure: A mixture of 2-(methoxycarbonyl)-N-[2-(2-pyridinyl)-ethyl]indole-6-carboxamide (326 mg, 1.01 mmol) and KOH (68 mg, 1.21 mmol) in THF (20 mL) and H2O (3 mL) was stirred at 20° C. for 15 h then at 65° C. for 3 h, cooled and neutralised with 2N HCl (0.61 mL, 1.2 mmol). The THF was evaporated, the aqueous residue allowed to cool, and the solid filtered off and dried to give 2-carboxy-N-[2-(2-pyridinyl)ethyl]indole-6-carboxamide as a white solid (258 mg, 83%), mp 198-199° C. 1H NMR [(CD3)2SO] δ13.14 ...